Dataset: the Open Reaction Database (ORD), a public repository of structured organic reaction records. Task: describe an organic reaction: reactants, conditions, products, and yield Starting materials: [Cl-].[Cl-].[Cl-].[Al+3] (aluminum trichloride), C(C(=O)Cl)(=O)Cl (oxalyl chloride), CC=1OC2=C(C1)C=CC(=C2)OC(C)=O (acetic acid 2-methyl-benzofuran-6-yl ester), C([O-])([O-])=O.[K+].[K+] (potassium carbonate). Run in ClCCl (dichloromethane), ClCCl (dichloromethane). Run at temperature 0 celsius, time 30 minute. Yields the product OC1=CC2=C(C(=C(O2)C)C(=O)O)C=C1 (6-hydroxy-2-methyl-benzofuran-3-carboxylic acid). Yield: 99.7%. RXN SMILES: [Cl-].[Cl-].[Cl-].[Al+3].C(Cl)(=O)C(Cl)=O.[CH3:11][C:12]1[O:13][C:14]2[CH:20]=[C:19]([O:21]C(=O)C)[CH:18]=[CH:17][C:15]=2[CH:16]=1.[C:25](=O)([O-:27])[O-:26].[K+].[K+]>ClCCl>[OH:21][C:19]1[CH:18]=[CH:17][C:15]2[C:16]([C:25]([OH:27])=[O:26])=[C:12]([CH3:11])[O:13][C:14]=2[CH:20]=1 |f:0.1.2.3,6.7.8|. Procedure: To a slurry of aluminum trichloride (20.0 g, 150 mmol) in dichloromethane (200 mL) is added oxalyl chloride (13.0 mL, 150 mmol) and the mixture is stirred at 0° C. for 30 minutes. A solution of acetic acid 2-methyl-benzofuran-6-yl ester (9.50 g; 49.9 mmol) in dichloromethane (50 mL) is added over 10 minutes. The ice-bath is removed and the reaction is stirred at room temperature for 2 hours. The reaction mixture is cooled to 0° C. and quenched with MeOH (50 mL). The mixture is concentrated to a ... Reactants: Pd on-BaSO4, Cl (hydrochloric acid), N([C@@H](CCCCNC(=O)OC(C)(C)C)C(=O)N[C@@H](CCC(OC(C)(C)C)=O)C(=O)N[C@@H](C(C)C)C(=O)N[C@@H](C(C)C)C(=O)OC)C(=O)OCC1=CC=CC=C1 (Z-Lys(Boc)-Glu(OBut)-Val-Val-OMe). Run in CO (methanol). Product: N[C@@H](CCCCNC(=O)OC(C)(C)C)C(=O)N[C@@H](CCC(OC(C)(C)C)=O)C(=O)N[C@@H](C(C)C)C(=O)N[C@@H](C(C)C)C(=O)OC.Cl (H-Lys(Boc)-Glu(OBut)-Val-Val-OMe.HCl). RXN SMILES: [NH:1](C(OCC1C=CC=CC=1)=O)[C@H:2]([C:15]([NH:17][C@H:18]([C:28]([NH:30][C@H:31]([C:35]([NH:37][C@H:38]([C:42]([O:44][CH3:45])=[O:43])[CH:39]([CH3:41])[CH3:40])=[O:36])[CH:32]([CH3:34])[CH3:33])=[O:29])[CH2:19][CH2:20][C:21](=[O:27])[O:22][C:23]([CH3:26])([CH3:25])[CH3:24])=[O:16])[CH2:3][CH2:4][CH2:5][CH2:6][NH:7][C:8]([O:10][C:11]([CH3:14])([CH3:13])[CH3:12])=[O:9].[ClH:56]>CO>[NH2:1][C@H:2]([C:15]([NH:17][C@H:18]([C:28]([NH:30][C@H:31]([C:35]([NH:37][C@H:38]([C:42]([O:44][CH3:45])=[O:43])[CH:39]([CH3:40])[CH3:41])=[O:36])[CH:32]([CH3:34])[CH3:33])=[O:29])[CH2:19][CH2:20][C:21](=[O:27])[O:22][C:23]([CH3:24])([CH3:25])[CH3:26])=[O:16])[CH2:3][CH2:4][CH2:5][CH2:6][NH:7][C:8]([O:10][C:11]([CH3:12])([CH3:13])[CH3:14])=[O:9].[ClH:56] |f:3.4|. Procedure: 7 g of Z-Lys(Boc)-Glu(OBut)-Val-Val-OMe are dissolved in 150 ml of methanol. The solution is subjected to catalytic hydrogenation at pH 4.5 after adding Pd-on-BaSO4 and 2 N methanolic hydrochloric acid. When the reaction is complete, the catalyst is filtered off and the filtrate is concentrated. The residue crystallizes on being triturated with ether. Yield 5.45 g, melting point 194°-198°, [α]D23 =-33.1° (c=1, in methanol). Reactants: BrC=1C(=C(C(=O)OC)C(=CC1)CS(=O)(=O)C=C)OC (methyl 3-bromo-2-methoxy-6-(vinylsulphonylmethyl)benzoate), BrC=1C(=C(C(=O)OC)C(=CC1)CS(=O)(=O)C=C)OC (methyl 3-bromo-2-methoxy-6-(vinylsulphonylmethyl)benzoate), C1=CC=CCC1 (cyclohexadiene), C1(=CC=CC=C1)C (toluene). Run at temperature 125 celsius. The product is C12C(CC(C=C1)CC2)S(=O)(=O)CC2=CC=C(C(=C2C(=O)OC)OC)Br (methyl 6-(bicyclo[2.2.2]oct-5-ene-2-ylsulphonylmethyl)-3-bromo-2-methoxybenzoate). RXN SMILES: [Br:1][C:2]1[C:3]([O:18][CH3:19])=[C:4]([C:9]([CH2:12][S:13]([CH:16]=[CH2:17])(=[O:15])=[O:14])=[CH:10][CH:11]=1)[C:5]([O:7][CH3:8])=[O:6].C1CCC=CC=1.[C:26]1([CH3:32])[CH:31]=[CH:30]C=[CH:28][CH:27]=1>>[CH:17]12[CH2:30][CH2:31][CH:26]([CH:27]=[CH:28]1)[CH2:32][CH:16]2[S:13]([CH2:12][C:9]1[C:4]([C:5]([O:7][CH3:8])=[O:6])=[C:3]([O:18][CH3:19])[C:2]([Br:1])=[CH:11][CH:10]=1)(=[O:15])=[O:14]. Procedure details: A solution of methyl 3-bromo-2-methoxy-6-(vinylsulphonylmethyl)benzoate (Intermediate 172, 0.5 g), and cyclohexadiene (0.343 g) in toluene (0.5 ml) was sealed in a vial and heated at 125° C. for 3 days. After cooling, the mixture was evaporated to dryness and the residue was purified by chromatography on silica eluting with a mixture of ethyl acetate and cyclohexane with a gradient of 10-40% to give methyl 6-(bicyclo[2.2.2]oct-5-ene-2-ylsulphonylmethyl)-3-bromo-2-methoxybenzoate (0.455 g) as a w... The reactants are FC=1C=C(C=CC1F)S(=O)(=O)Cl (3,4-difluorobenzensulfonyl chloride), TEA, Cl.COC([C@@H](N)CO)=O (L-serine-methyl ester hydrochloride). Run in C(Cl)Cl (CH2Cl2). Run at time 10 minute. Product: FC=1C=C(C=CC1F)S(=O)(=O)N[C@H](C(=O)OC)CO (methyl (2S)-2-[(3,4-difluorophenyl)sulfonylamino]-3-hydroxy-propanoate). Yield: 94.0%. As a reaction SMILES: Cl.[CH3:2][O:3][C:4](=[O:9])[C@H:5]([CH2:7][OH:8])[NH2:6].[F:10][C:11]1[CH:12]=[C:13]([S:18](Cl)(=[O:20])=[O:19])[CH:14]=[CH:15][C:16]=1[F:17]>C(Cl)Cl>[F:10][C:11]1[CH:12]=[C:13]([S:18]([NH:6][C@@H:5]([CH2:7][OH:8])[C:4]([O:3][CH3:2])=[O:9])(=[O:19])=[O:20])[CH:14]=[CH:15][C:16]=1[F:17] |f:0.1|. Procedure: A suspension of L-serine-methyl ester hydrochloride (1.5 g, 9.5 mmol) in CH2Cl2 (70 mL) was added with TEA (1.1 mol eq, 1.45 mL) and the mixture was stirred at r.t. for 10 minutes. Then 3,4-difluorobenzensulfonyl chloride (1 mol eq, 2.0 g) and additional TEA (1.1 mol eq) were added and the solution hated at 60° C. overnight. The solvent was removed under reduced pressure, water was added to the residue (100 mL) and the aqueous phase extracted with EtOAc (3×40 mL). The recombined organic phases w... Reactants: O=C1SCC(N1NS(=O)(=O)C)=O (N-(2,4-dioxothiazolidin-3-yl)methanesulfonamide), BrC1=CC(=C(CN2N=CC3=CC(=CC=C23)C=O)C=C1)C(F)(F)F ([4-bromo-2-(trifluoromethyl)benzyl]-1H-indazol-5-carbaldehyde). Yields the product BrC1=CC(=C(CN2N=CC3=CC(=CC=C23)\C=C/2\C(N(C(S2)=O)NS(=O)(=O)C)=O)C=C1)C(F)(F)F (N-[(5Z)-5-({1-[4-Bromo-2-(trifluoromethyl)benzyl]-1H-indazol-5-yl}methylidene)-2,4-dioxo-1,3-thiazolidin-3-yl]methanesulfonamide). Reaction SMILES: [O:1]=[C:2]1[N:6]([NH:7][S:8]([CH3:11])(=[O:10])=[O:9])[C:5](=[O:12])[CH2:4][S:3]1.[Br:13][C:14]1[CH:31]=[CH:30][C:17]([CH2:18][N:19]2[C:27]3[C:22](=[CH:23][C:24]([CH:28]=O)=[CH:25][CH:26]=3)[CH:21]=[N:20]2)=[C:16]([C:32]([F:35])([F:34])[F:33])[CH:15]=1>>[Br:13][C:14]1[CH:31]=[CH:30][C:17]([CH2:18][N:19]2[C:27]3[C:22](=[CH:23][C:24](/[CH:28]=[C:4]4/[C:5](=[O:12])[N:6]([NH:7][S:8]([CH3:11])(=[O:10])=[O:9])[C:2](=[O:1])[S:3]/4)=[CH:25][CH:26]=3)[CH:21]=[N:20]2)=[C:16]([C:32]([F:33])([F:35])[F:34])[CH:15]=1. Reported procedure: N-[(5Z)-5-({1-[4-Bromo-2-(trifluoromethyl)benzyl]-1H-indazol-5-yl}methylidene)-2,4-dioxo-1,3-thiazolidin-3-yl]methanesulfonamide was prepared from N-(2,4-dioxothiazolidin-3-yl)methanesulfonamide (from Example 360) and [4-bromo-2-(trifluoromethyl)benzyl]-1H-indazol-5-carbaldehyde following General Procedure E. Starting materials: CC(=O)O, CCC=O, Cl, O, O=C1C=C(O)C(=O)c2ccccc21. As a reaction SMILES: [CH3:20][C:21](=[O:22])[OH:23].[CH:1]([CH2:2][CH3:3])=[O:4].[ClH:5].[OH2:19].[OH:6][C:7]1=[CH:8][C:9](=[O:10])[c:11]2[cH:12][cH:13][cH:14][cH:15][c:16]2[C:17]1=[O:18]>>[CH:1](=[CH:2][CH3:3])[C:8]1=[C:7]([OH:6])[C:17](=[O:18])[c:16]2[c:11]([cH:12][cH:13][cH:14][cH:15]2)[C:9]1=[O:10]. The product is CC=CC1=C(O)C(=O)c2ccccc2C1=O.